This data is from the Open Reaction Database (ORD), a public repository of structured organic reaction records. The task is: describe an organic reaction: reactants, conditions, products, and yield The reactants are CCN=C=NCCCN(C)C (EDCI), CS(=O)(=O)N (methanesulfonamide), C1(=CC=CC=C1)C=1OC(=C(N1)C(=O)NC=1C=CC(=NC1)N1CCC(CC1)C(=O)O)C(F)(F)F (5′-[(2-phenyl-5-trifluoromethyl-oxazole-4-carbonyl)-amino]-3,4,5,6-tetrahydro-2H-[1,2′]bipyridinyl-4-carboxylic acid). The reagents and catalysts are CN(C1=CC=NC=C1)C (4-dimethylaminopyridine). The solvent is C(Cl)Cl (methylene chloride). Conditions: time 8 hour. Product: CS(=O)(=O)NC(=O)C1CCN(CC1)C1=NC=C(C=C1)NC(=O)C=1N=C(OC1C(F)(F)F)C1=CC=CC=C1 (2-phenyl-5-trifluoromethyl-oxazole-4-carboxylic acid (4-methanesulfonylaminocarbonyl-3,4,5,6-tetrahydro-2H-[1,2′]bipyridinyl-5′-yl)-amide). The yield is 36.1%. RXN SMILES: [C:1]1([C:7]2[O:8][C:9]([C:30]([F:33])([F:32])[F:31])=[C:10]([C:12]([NH:14][C:15]3[CH:16]=[CH:17][C:18]([N:21]4[CH2:26][CH2:25][CH:24]([C:27](O)=[O:28])[CH2:23][CH2:22]4)=[N:19][CH:20]=3)=[O:13])[N:11]=2)[CH:6]=[CH:5][CH:4]=[CH:3][CH:2]=1.[CH3:34][S:35]([NH2:38])(=[O:37])=[O:36].CCN=C=NCCCN(C)C>C(Cl)Cl.CN(C)C1C=CN=CC=1>[CH3:34][S:35]([NH:38][C:27]([CH:24]1[CH2:25][CH2:26][N:21]([C:18]2[CH:17]=[CH:16][C:15]([NH:14][C:12]([C:10]3[N:11]=[C:7]([C:1]4[CH:2]=[CH:3][CH:4]=[CH:5][CH:6]=4)[O:8][C:9]=3[C:30]([F:33])([F:31])[F:32])=[O:13])=[CH:20][N:19]=2)[CH2:22][CH2:23]1)=[O:28])(=[O:37])=[O:36]. Procedure details: To a suspension of 5′-[(2-phenyl-5-trifluoromethyl-oxazole-4-carbonyl)-amino]-3,4,5,6-tetrahydro-2H-[1,2′]bipyridinyl-4-carboxylic acid (39.4 mg, 0.085 mmol) in methylene chloride (5 mL) was added methanesulfonamide (8.2 mg, 0.086 mmol). Then 4-dimethylaminopyridine (10.45 mg, 0.085 mmol) and EDCI (16.4 mg, 0.085 mmol) was added. The mixture was stirred at room temperature overnight. Solvents were evaporated and the residue was purified by flash column chromatography using a linear gradient of e... Reactants: C(C)OC(=O)C1=NC(=CC=C1Br)C (3-Bromo-6-methyl-pyridine-2-carboxylic acid ethyl ester), NC=1C=NC=CC1 (3-Amino-pyridine). The reagents and catalysts are [Pd] (Pd). Yields the product C(C)OC(=O)C1=NC(=CC=C1NC=1C=NC=CC1)C (6-Methyl-3-(pyridin-3-ylamino)-pyridine-2-carboxylic acid ethyl ester). Reaction SMILES: [CH2:1]([O:3][C:4]([C:6]1[C:11](Br)=[CH:10][CH:9]=[C:8]([CH3:13])[N:7]=1)=[O:5])[CH3:2].[NH2:14][C:15]1[CH:16]=[N:17][CH:18]=[CH:19][CH:20]=1>[Pd]>[CH2:1]([O:3][C:4]([C:6]1[C:11]([NH:14][C:15]2[CH:16]=[N:17][CH:18]=[CH:19][CH:20]=2)=[CH:10][CH:9]=[C:8]([CH3:13])[N:7]=1)=[O:5])[CH3:2]. Reported procedure: The Pd catalyzed coupling of 3-Bromo-6-methyl-pyridine-2-carboxylic acid ethyl ester and 3-Amino-pyridine was performed in accordance with the general method of Example 78, step 3 to yield the title compound as a light yellow crystalline solid, MS (ISP): m/e=258.1 (M+H+).